describe an organic reaction: reactants, conditions, products, and yield From a dataset of the Open Reaction Database (ORD), a public repository of structured organic reaction records. The product is O=[N+]([O-])c1ccc2c(c1)CNCC2. Reaction SMILES: [CH3:20][OH:21].[Cl:22][CH2:23][Cl:24].[F:1][C:2]([F:3])([F:4])[C:18]([N:5]1[CH2:6][c:7]2[cH:8][c:9]([N+:15](=[O:16])[O-:17])[cH:10][cH:11][c:12]2[CH2:13][CH2:14]1)=[O:19].[Li+:26].[OH-:25].[OH2:27]>>[NH:5]1[CH2:6][c:7]2[cH:8][c:9]([N+:15](=[O:16])[O-:17])[cH:10][cH:11][c:12]2[CH2:13][CH2:14]1. Starting materials: CO, ClCCl, O=C(N1CCc2ccc([N+](=O)[O-])cc2C1)C(F)(F)F, [Li+], [OH-], O.